Dataset: the Open Reaction Database (ORD), a public repository of structured organic reaction records. Task: describe an organic reaction: reactants, conditions, products, and yield Starting materials: O.O1CCCC1 (water tetrahydrofuran), C1(CC1)CN(CC1CCOCC1)C=1C(=NN2C1C=CC=C2)CC (N-cyclopropylmethyl-N-(2-ethylpyrazolo[1,5-a]pyridine-3-yl)-N-(tetrahydro-2H-4-pyranylmethyl)amine), FC1=C(C(=C(C(=C1I)F)F)F)F (pentafluoroiodobenzene), C(CCC)[Li] (n-butyllithium). The solvent is CCCCCCC (heptane), O (water), O1CCCC1 (tetrahydrofuran). Run at time 1 hour. Yields the product C1(CC1)CN(CC1CCOCC1)C=1C(=NN2C1C=CC=C2I)CC (N-Cyclopropylmethyl-N-(2-ethyl-7-iodopyrazolo[1,5-a]-pyridine-3-yl)-N-(tetrahydro-2H-4-pyranylmethyl)amine). The yield is 87.2%. Reaction SMILES: [CH:1]1([CH2:4][N:5]([C:13]2[C:14]([CH2:22][CH3:23])=[N:15][N:16]3[CH:21]=[CH:20][CH:19]=[CH:18][C:17]=23)[CH2:6][CH:7]2[CH2:12][CH2:11][O:10][CH2:9][CH2:8]2)[CH2:3][CH2:2]1.C([Li])CCC.FC1C([I:36])=C(F)C(F)=C(F)C=1F.O.O1CCCC1>O1CCCC1.CCCCCCC.O>[CH:1]1([CH2:4][N:5]([C:13]2[C:14]([CH2:22][CH3:23])=[N:15][N:16]3[C:21]([I:36])=[CH:20][CH:19]=[CH:18][C:17]=23)[CH2:6][CH:7]2[CH2:12][CH2:11][O:10][CH2:9][CH2:8]2)[CH2:3][CH2:2]1 |f:3.4|. Reported procedure: A solution of N-cyclopropylmethyl-N-(2-ethylpyrazolo[1,5-a]pyridine-3-yl)-N-(tetrahydro-2H-4-pyranylmethyl)amine (180 g, 574 mmol) in tetrahydrofuran (1620 mL) was cooled in a dry ice-ethanol bath. Into the reaction mixture was dropped n-butyllithium (1.6M hexane solution; 538 mL, 854 mmol) at an inner temperature of −73° C. to −64.5° C. At the same temperature, the reaction mixture was stirred for 1 hour, and into the reaction mixture was dropped pentafluoroiodobenzene (115 mL, 861 mmol). The r... Reactants: [Cl-].ClC1=CC(=[O+]C2=C(C=CC=C12)C1=CC=CC=C1)N1CCOCC1 (4-chloro-2-morpholino-8-phenylchromenylium chloride), [O-]CC.[Na+] (sodium ethoxide), C(C)O (ethanol). Solvent: C(Cl)(Cl)Cl (chloroform). Conditions: time 1 hour. Yields the product [Cl-].C(C)OC1=CC(=[O+]C2=C(C=CC=C12)C1=CC=CC=C1)N1CCOCC1 (4-ethoxy-2-morpholino-8-phenylchromenylium chloride). RXN SMILES: [Cl-].[Cl:2][C:3]1[C:12]2[C:7](=[C:8]([C:13]3[CH:18]=[CH:17][CH:16]=[CH:15][CH:14]=3)[CH:9]=[CH:10][CH:11]=2)[O+:6]=[C:5]([N:19]2[CH2:24][CH2:23][O:22][CH2:21][CH2:20]2)[CH:4]=1.[O-:25][CH2:26][CH3:27].[Na+].C(O)C>C(Cl)(Cl)Cl>[Cl-:2].[CH2:26]([O:25][C:3]1[C:12]2[C:7](=[C:8]([C:13]3[CH:18]=[CH:17][CH:16]=[CH:15][CH:14]=3)[CH:9]=[CH:10][CH:11]=2)[O+:6]=[C:5]([N:19]2[CH2:24][CH2:23][O:22][CH2:21][CH2:20]2)[CH:4]=1)[CH3:27] |f:0.1,2.3,6.7|. Reported procedure: A vial was charged with a magnetic stirring bar, 4-chloro-2-morpholino-8-phenylchromenylium chloride (78) (50 mg, 138 μmol), chloroform (1.0 mL), and a solution of sodium ethoxide in ethanol (21%, 108 μL, 290 μmol). The mixture was magnetically stirred at room temperature for 1 hour to give 4-ethoxy-2-morpholino-8-phenylchromenylium chloride (80). Starting materials: OCN1C(CCC1)=O (N-hydroxymethyl pyrrolidinone), C=O (formaldehyde), N1C(CCC1)=O (pyrrolidinone), C=O (formaldehyde), C[O-].[Na+] (sodium methylate), ClCN1C(CCC1)=O (N-chloromethyl-2-pyrrolidinone). Run in CO (methanol). Yields the product COCN1C(CCC1)=O (N-methoxymethyl-2-pyrrolidinone). Isolated yield 64.0%. Reaction SMILES: [OH:1][CH2:2][N:3]1[CH2:7][CH2:6][CH2:5][C:4]1=[O:8].N1CCC[C:10]1=O.C=O.ClCN1CCCC1=O.C[O-].[Na+]>CO>[CH3:10][O:1][CH2:2][N:3]1[CH2:7][CH2:6][CH2:5][C:4]1=[O:8] |f:4.5|. Procedure details: N-hydroxymethyl pyrrolidinone is a compound known in the art as an intermediate in the preparation of dyestuffs. As taught in U.S. Pat. No. 3,073,843, this material is prepared by the reaction of pyrrolidinone and formaldehyde or a precursor of formaldehyde. This patent does not suggest the formation of derivatives of this compound however. In addition, Chemical Abstracts, Volume 55, page 27267H (1961) discloses the reaction of N-chloromethyl-2-pyrrolidinone with a mixture of sodium methylate an... Starting materials: Cl[SiH]1CCC(CC1)C1=CC=C(C#N)C=C1 (4-(4-chloro-4-silacyclohexyl) benzonitrile). Solvent: C1CCOC1 (THF). Product: C(CC)[C@@H]1CC[C@H](CC1)[SiH]1CCC(CC1)C1=CC=C(C#N)C=C1 (4-(4-(trans-4-n-propylcyclohexyl)-4-silacyclohexyl) benzonitrile). Yield: 83.0%. Reaction SMILES: Cl[SiH:2]1[CH2:7][CH2:6][CH:5]([C:8]2[CH:15]=[CH:14][C:11]([C:12]#[N:13])=[CH:10][CH:9]=2)[CH2:4][CH2:3]1>C1COCC1>[CH2:5]([C@H:8]1[CH2:15][CH2:14][C@H:11]([SiH:2]2[CH2:7][CH2:6][CH:5]([C:8]3[CH:15]=[CH:14][C:11]([C:12]#[N:13])=[CH:10][CH:9]=3)[CH2:4][CH2:3]2)[CH2:10][CH2:9]1)[CH2:4][CH3:3]. Reported procedure: 4.7 g (20 mmol) of 4-(4-fluorobutyl) cyclohexyl bromide was dripped into a mixture of 0.5 g of magnesium (21 mmol) and 50 ml of THF to obtain Grignard's reagent. This solution was then added to a mixture of 3.0 g (22 mmol) of zinc chloride and 10 ml of TMF to obtain the organic zinc reagent. This reagent was then dripped into a 50 ml THF solution of 4.7 g (20 mmol) of 4-(4-chloro-4-silacyclohexyl) benzonitrile to obtain 4-(4-(trans-4-n-propylcyclohexyl)-4-silacyclohexyl) benzonitrile. This produ... Reactants: C(C)O (ethanol), NCC1(CCCCC1)CC(=O)O (1-aminomethyl-1-cyclohexane-acetic acid), Cl (hydrogen chloride). Conditions: time 8 hour. Yields the product NCC1(CCCCC1)CC(=O)OCC (Ethyl 1-aminomethyl-1-cyclohexane-acetate), Cl (hydrochloride). As a reaction SMILES: [NH2:1][CH2:2][C:3]1([CH2:9][C:10]([OH:12])=[O:11])[CH2:8][CH2:7][CH2:6][CH2:5][CH2:4]1.[ClH:13].[CH2:14](O)[CH3:15]>>[NH2:1][CH2:2][C:3]1([CH2:9][C:10]([O:12][CH2:14][CH3:15])=[O:11])[CH2:8][CH2:7][CH2:6][CH2:5][CH2:4]1.[ClH:13]. Reported procedure: 10 g. of the 1-aminomethyl-1-cyclohexane-acetic acid, prepared according to Example 1, are dissolved in 50 ml. anhydrous ethanol and saturated at 0° C. with gaseous hydrogen chloride. The reaction mixture is left to stand overnight at ambient temperature, then evaporated in a vacuum and the residue recrystallised from ethanol/ether. Ethyl 1-aminomethyl-1-cyclohexane-acetate is obtained in the form of its hydrochloride; m.p. 161° - 163° C. Reactants: C1CCOC1, C[Si](C)(C)[N-][Si](C)(C)C, C[Si](C)(C)[N-][Si](C)(C)C, CCOC(C)=O, O=C(NC1C2CC3CC1CC(O)(C3)C2)c1ccc(Cl)nc1Cl, [Na+], [Na+]. Yields the product CCCOc1nc(Cl)ccc1C(=O)NC1C2CC3CC1CC(O)(C3)C2. Reaction SMILES: [CH2:21]1[CH2:22][CH2:23][CH2:24][O:25]1.[CH3:12][Si:13]([N-:14][Si:15]([CH3:16])([CH3:17])[CH3:18])([CH3:19])[CH3:20].[CH3:1][Si:2]([CH3:3])([CH3:4])[N-:5][Si:6]([CH3:7])([CH3:8])[CH3:9].[CH3:48][CH2:49][O:50][C:51]([CH3:52])=[O:53].[Cl:26][c:27]1[c:28]([C:29](=[O:30])[NH:31][CH:32]2[CH:33]3[CH2:34][CH:35]4[CH2:36][C:37]([OH:42])([CH2:38][CH:39]2[CH2:40]4)[CH2:41]3)[cH:43][cH:44][c:45]([Cl:47])[n:46]1.[Na+:10].[Na+:11]>>[CH3:22][CH2:23][CH2:24][O:25][c:27]1[c:28]([C:29](=[O:30])[NH:31][CH:32]2[CH:33]3[CH2:34][CH:35]4[CH2:36][C:37]([OH:42])([CH2:38][CH:39]2[CH2:40]4)[CH2:41]3)[cH:43][cH:44][c:45]([Cl:47])[n:46]1.